Dataset: the Open Reaction Database (ORD), a public repository of structured organic reaction records. Task: describe an organic reaction: reactants, conditions, products, and yield The reactants are COC(=O)C=Cc1ccc(C2(O)CCN(C(=O)OC(C)(C)C)CC2)cc1, CO. Yields the product COC(=O)CCc1ccc(C2(O)CCN(C(=O)OC(C)(C)C)CC2)cc1. RXN SMILES: [C:1](=[O:2])([O:3][C:4]([CH3:5])([CH3:6])[CH3:7])[N:8]1[CH2:9][CH2:10][C:11]([OH:14])([c:15]2[cH:16][cH:17][c:18]([CH:21]=[CH:22][C:23](=[O:24])[O:25][CH3:26])[cH:19][cH:20]2)[CH2:12][CH2:13]1.[CH3:27][OH:28]>>[C:1](=[O:2])([O:3][C:4]([CH3:5])([CH3:6])[CH3:7])[N:8]1[CH2:9][CH2:10][C:11]([OH:14])([c:15]2[cH:16][cH:17][c:18]([CH2:21][CH2:22][C:23](=[O:24])[O:25][CH3:26])[cH:19][cH:20]2)[CH2:12][CH2:13]1. Reactants: O=C(O)CCCCCc1cccc2cncn12, Cl, NS(N)(=O)=O, O, O=S(Cl)Cl, O=S1(=O)CCCC1, Cc1ccc(S(=O)(=O)O)cc1. Product: N#CCCCCCc1cccc2cncn12. As a reaction SMILES: [C:5]([OH:6])(=[O:7])[CH2:8][CH2:9][CH2:10][CH2:11][CH2:12][c:13]1[cH:14][cH:15][cH:16][c:17]2[n:18]1[cH:19][n:20][cH:21]2.[ClH:39].[NH2:22][S:23](=[O:24])(=[O:25])[NH2:26].[OH2:27].[S:1]([Cl:2])([Cl:3])=[O:4].[S:40]1(=[O:45])(=[O:46])[CH2:41][CH2:42][CH2:43][CH2:44]1.[c:28]1([CH3:29])[cH:30][cH:31][c:32]([S:33]([OH:34])(=[O:35])=[O:36])[cH:37][cH:38]1>>[C:5]([CH2:8][CH2:9][CH2:10][CH2:11][CH2:12][c:13]1[cH:14][cH:15][cH:16][c:17]2[n:18]1[cH:19][n:20][cH:21]2)#[N:22]. The reactants are O[C@@H]1C(=O)O[C@@H](CC1)CCCCCC ((2S,5R)-2-hydroxy-5-hexyl-δ-valerolactone), OC1=CC=C(C(=O)O)C=C1 (p-hydroxybenzoic acid). The product is C(CCCC)OC(=O)C1=CC=C(O[C@H]2C(=O)O[C@@H](CC2)CCCCCC)C=C1 ((2R,5R)-2-(4'-pentyloxycarbonylphenoxy)-5-hexyl-δ-valerolactone). As a reaction SMILES: [OH:1][C@H:2]1[CH2:8][CH2:7][C@@H:6]([CH2:9][CH2:10][CH2:11][CH2:12][CH2:13][CH3:14])[O:5][C:3]1=[O:4].O[C:16]1[CH:24]=[CH:23][C:19]([C:20]([OH:22])=[O:21])=[CH:18][CH:17]=1>>[CH2:8]([O:22][C:20]([C:19]1[CH:23]=[CH:24][C:16]([O:1][C@@H:2]2[CH2:8][CH2:7][C@@H:6]([CH2:9][CH2:10][CH2:11][CH2:12][CH2:13][CH3:14])[O:5][C:3]2=[O:4])=[CH:17][CH:18]=1)=[O:21])[CH2:7][CH2:6][CH2:9][CH3:10]. Procedure: A crude product was obtained in the same manner as described in Example 22 except that (2S,5R)-2-hydroxy-5-hexyl-δ-valerolactone was used in an amount of 125 mg and 125 mg of p-hydroxybenzoic acid was used instead of 120 mg of 4-octyloxy-3-cyanobenzoic acid. The crude product was purified by the silica gel column chromatography to obtain 20 mg of (2R,5R)-2-(4'-pentyloxycarbonylphenoxy)-5-hexyl-δ-valerolactone. The reactants are NC1=NC(=CC(=N1)C(OC)OC)C (2-amino-4-dimethoxymethyl-6-methylpyrimidine), ClC1=C(C=CC=C1)S(=O)(=O)N=C=O (o-chlorobenzenesulfonyl isocyanate). The solvent is CCOCC (ether). Product: ClC1=C(C=CC=C1)S(=O)(=O)NC(=O)NC1=NC(=CC(=N1)C(OC)OC)C (2-Chloro-N-[[4-(dimethoxymethyl)-6-methylpyrimidin-2-yl]aminocarbonyl]benzenesulfonamide). The yield is 76.2%. Reaction SMILES: [NH2:1][C:2]1[N:7]=[C:6]([CH:8]([O:11][CH3:12])[O:9][CH3:10])[CH:5]=[C:4]([CH3:13])[N:3]=1.[Cl:14][C:15]1[CH:20]=[CH:19][CH:18]=[CH:17][C:16]=1[S:21]([N:24]=[C:25]=[O:26])(=[O:23])=[O:22]>CCOCC>[Cl:14][C:15]1[CH:20]=[CH:19][CH:18]=[CH:17][C:16]=1[S:21]([NH:24][C:25]([NH:1][C:2]1[N:7]=[C:6]([CH:8]([O:11][CH3:12])[O:9][CH3:10])[CH:5]=[C:4]([CH3:13])[N:3]=1)=[O:26])(=[O:23])=[O:22]. Procedure details: A solution of 0.3 g of 2-amino-4-dimethoxymethyl-6-methylpyrimidine in 50 ml of ether was stirred overnight at room temperature with 0.46 g of o-chlorobenzenesulfonyl isocyanate. The product was filtered and washed with hexane to provide 0.5 g of the title compound, m.p. 150°-153°. The reactants are C1(=CC=CC=C1)C1(CCN(CC1)CCCO)C1=CC=CC=C1 (3-(4,4-diphenylpiperid-1-yl)-propanol), C=C1CC(=O)O1 (diketene). Solvent: C1(=CC=CC=C1)C (toluene), CC(=O)C (acetone). The product is C(CC(=O)C)(=O)OCCCN1CCC(CC1)(C1=CC=CC=C1)C1=CC=CC=C1 (3-(4,4-Diphenylpiperid-1-yl)-propyl acetoacetate). As a reaction SMILES: [C:1]1([C:7]2([C:17]3[CH:22]=[CH:21][CH:20]=[CH:19][CH:18]=3)[CH2:12][CH2:11][N:10]([CH2:13][CH2:14][CH2:15][OH:16])[CH2:9][CH2:8]2)[CH:6]=[CH:5][CH:4]=[CH:3][CH:2]=1.[CH2:23]=[C:24]1[O:28][C:26](=[O:27])[CH2:25]1>C1(C)C=CC=CC=1.CC(C)=O>[C:26]([O:16][CH2:15][CH2:14][CH2:13][N:10]1[CH2:9][CH2:8][C:7]([C:17]2[CH:22]=[CH:21][CH:20]=[CH:19][CH:18]=2)([C:1]2[CH:2]=[CH:3][CH:4]=[CH:5][CH:6]=2)[CH2:12][CH2:11]1)(=[O:27])[CH2:25][C:24]([CH3:23])=[O:28]. Reported procedure: 23.6 g of 3-(4,4-diphenylpiperid-1-yl)-propanol are dissolved in 100 ml of absolute toluene, and 16 ml of a 50% strength solution of diketene in acetone are added, with stirring. After the mixture has been left to stand at room temperature for several days (control by thin layer chromatography), it is concentrated, and the residue is dried under a high vacuum. The pale yellow viscous oil which remains is employed for the next stage without further purification. Reactants: C(CCCCCCCC)N1C(C(C)=CC1=O)=O (N-nonyl citraconimide). Reagents/catalysts: [Pd] (Palladium on carbon). Run in CO (methanol). Yields the product CC1C(N(C(C1)=O)CCCCCCCC)=O (3-Methyl-1-octylpyrrolidine-2,5-dione). RXN SMILES: [CH2:1]([N:10]1[C:15](=[O:16])[CH:14]=[C:12]([CH3:13])[C:11]1=[O:17])[CH2:2][CH2:3][CH2:4][CH2:5][CH2:6][CH2:7][CH2:8]C>[Pd].CO>[CH3:13][CH:12]1[CH2:14][C:15](=[O:16])[N:10]([CH2:1][CH2:2][CH2:3][CH2:4][CH2:5][CH2:6][CH2:7][CH3:8])[C:11]1=[O:17]. Procedure: 10% Palladium on carbon catalyst (5 wt %) was added to a stirred solution of N-nonyl citraconimide (0.02 M) prepared as described in Example 5 above in methanol (100 ml). Hydrogen gas was bubbled through this solution for three hours. The solution was then filtered over celite and concentrated in vacuo. Chromatography over silica gel gave the desired product. The reactants are BrC1=NC2=C(N1[C@H]1C[C@H]([C@@H]([C@@H]1O)O)CO)C=C(C(=C2)Cl)Cl ((1R, 2S, 3S, 5S)-5-(2-bromo-5,6-dichloro-1H-benzimidazol-1-yl)-3-(hydroxymethyl)-1,2-cyclopentanediol), C(C)(C)(C)N (tert-butylamine). Solvent: C(C)O (ethanol). Reaction conditions: temperature 148 celsius. The product is C(C)(C)(C)NC1=NC2=C(N1[C@H]1C[C@H]([C@@H]([C@@H]1O)O)CO)C=C(C(=C2)Cl)Cl ((1R, 2S, 3S, 5S)-5-[2-(tert-butylamino)-5,6-dichloro-1H-benzimidazol-1-yl]-3-(hydroxymethyl)-1,2-cyclopentanediol). Isolated yield 61.0%. Reaction SMILES: Br[C:2]1[N:6]([C@@H:7]2[C@@H:11]([OH:12])[C@@H:10]([OH:13])[C@H:9]([CH2:14][OH:15])[CH2:8]2)[C:5]2[CH:16]=[C:17]([Cl:21])[C:18]([Cl:20])=[CH:19][C:4]=2[N:3]=1.[C:22]([NH2:26])([CH3:25])([CH3:24])[CH3:23]>C(O)C>[C:22]([NH:26][C:2]1[N:6]([C@@H:7]2[C@@H:11]([OH:12])[C@@H:10]([OH:13])[C@H:9]([CH2:14][OH:15])[CH2:8]2)[C:5]2[CH:16]=[C:17]([Cl:21])[C:18]([Cl:20])=[CH:19][C:4]=2[N:3]=1)([CH3:25])([CH3:24])[CH3:23]. Procedure details: A solution of (1R, 2S, 3S, 5S)-5-(2-bromo-5,6-dichloro-1H-benzimidazol-1-yl)-3-(hydroxymethyl)-1,2-cyclopentanediol (500 mg, 1.26 mmole) was stirred in tert-butylamine (Aldrich, 98%, 20 mL) in a Parr bomb maintained at 148 ° C. (oil bath) for 48 hours. The bomb was cooled and the resulting pale yellow solution diluted with ethanol containing 1 N sodium hydroxide (1.2 mL). Volatiles were evaporated in vacuo and the residue was chromatographed on silica gel. Title compound was eluted with 10% meth... Yield: 99.0%. RXN SMILES: [NH2:1][C@H:2]([C:9]([OH:11])=[O:10])[CH2:3][C:4]1[N:8]=[CH:7][NH:6][CH:5]=1.[ClH:12].[CH2:13]=O>O>[ClH:12].[ClH:12].[N:8]1[C:4]2[CH2:3][C@@H:2]([C:9]([OH:11])=[O:10])[NH:1][CH2:13][C:5]=2[NH:6][CH:7]=1 |f:4.5.6|. Reported procedure: L-Histidine (204.8 g, 1.32 mol) was added to water (1.2 L) and cooled in an ice/water bath. Concentrated hydrochloric acid (116.0 mL, 1.39 mol, 1.05 mol eq.) was added slowly. Formaldehyde (37 wt/wt % in water, 112.5 g, 1.39 mol, 1.05 mol eq.) was added in one portion. The reaction mixture was stirred for 30 min upon cooling with an ice/water bath, and then refluxed for 75 min. After cooling to room temperature, the solvent was removed under reduced pressure. The residue was suspended in isoprop... The reactants are Cl (hydrochloric acid), N[C@@H](CC1=CNC=N1)C(=O)O (L-Histidine), C=O (Formaldehyde). The solvent is O (water). Product: Cl.Cl.N1=CNC=2CN[C@@H](CC21)C(=O)O ((6S)-4,5,6,7-Tetrahydro-3H-imidazo[4,5-c]pyridine-6-carboxylic acid dihydrochloride). Run at time 30 minute. Reactants: CC1(C)C(C=C(Cl)Cl)C1C(=O)Cl, OCc1c(Cl)c(F)nc(F)c1Cl. The product is CC1(C)C(C=C(Cl)Cl)C1C(=O)OCc1c(Cl)c(F)nc(F)c1Cl. RXN SMILES: [Cl:13][C:14](=[CH:15][CH:16]1[C:17]([CH3:22])([CH3:23])[CH:18]1[C:19](=[O:20])[Cl:21])[Cl:24].[Cl:1][c:2]1[c:3]([F:12])[n:4][c:5]([F:11])[c:6]([Cl:10])[c:7]1[CH2:8][OH:9]>>[Cl:1][c:2]1[c:3]([F:12])[n:4][c:5]([F:11])[c:6]([Cl:10])[c:7]1[CH2:8][O:9][C:19]([CH:18]1[CH:16]([CH:15]=[C:14]([Cl:13])[Cl:24])[C:17]1([CH3:22])[CH3:23])=[O:20].